This data is from the Open Reaction Database (ORD), a public repository of structured organic reaction records. The task is: describe an organic reaction: reactants, conditions, products, and yield The reactants are C(C1=CC=CC=C1)(=O)NCCCCC=1N=CNC1C (4-(4-Benzamidobutyl)-5-methylimidazole), Cl (Hydrochloride). Product: NCCCCC=1N=CNC1C (4-(4-aminobutyl)-5-methylimidazole). As a reaction SMILES: C([NH:9][CH2:10][CH2:11][CH2:12][CH2:13][C:14]1[N:15]=[CH:16][NH:17][C:18]=1[CH3:19])(=O)C1C=CC=CC=1.Cl>>[NH2:9][CH2:10][CH2:11][CH2:12][CH2:13][C:14]1[N:15]=[CH:16][NH:17][C:18]=1[CH3:19]. Procedure details: 4-(4-Benzamidobutyl)-5-methylimidazole is hydrolysed by heating with 6 N Hydrochloride Acid to give 4-(4-aminobutyl)-5-methylimidazole which may be converted into N-methyl-N'-[4-(5-methyl-4-imidazolyl)butyl]thiourea by the procedure of Example 7 (ii). Yields the product crude product, C(C)(C)OC1=CC=C(C=C1)CC(C)NCC(C1=CC(=CC=C1)Cl)O (N-[2-(4-isopropoxyphenyl)-1-methylethyl]-2-hydroxy-2-(3-chlorophenyl)ethanamine). The reactants are [BH4-].[Na+] (sodium borohydride), C(C)(C)OC1=CC=C(C=C1)CC(C)=O (1-(4-Isopropoxyphenyl)propan-2-one), OC(CN)C1=CC(=CC=C1)Cl (2-hydroxy-2-(3-chlorophenyl)ethanamine). Run in CCCCCC (hexane). As a reaction SMILES: [CH:1]([O:4][C:5]1[CH:10]=[CH:9][C:8]([CH2:11][C:12](=O)[CH3:13])=[CH:7][CH:6]=1)([CH3:3])[CH3:2].[OH:15][CH:16]([C:19]1[CH:24]=[CH:23][CH:22]=[C:21]([Cl:25])[CH:20]=1)[CH2:17][NH2:18].[BH4-].[Na+]>CCCCCC>[CH:1]([O:4][C:5]1[CH:10]=[CH:9][C:8]([CH2:11][CH:12]([NH:18][CH2:17][CH:16]([OH:15])[C:19]2[CH:24]=[CH:23][CH:22]=[C:21]([Cl:25])[CH:20]=2)[CH3:13])=[CH:7][CH:6]=1)([CH3:3])[CH3:2] |f:2.3|. Procedure: 1-(4-Isopropoxyphenyl)propan-2-one (1.92 g) and 2-hydroxy-2-(3-chlorophenyl)ethanamine (1.71 g) were condensed and subsequently reduced with sodium borohydride (2.00 g) by an analogous procedure to that described in Example 1. Chromatography of the crude product on silica gel using 1% methanol-dichloromethane as eluent gave N-[2-(4-isopropoxyphenyl)-1-methylethyl]-2-hydroxy-2-(3-chlorophenyl)ethanamine, mp 58°-61° C. (hexane) as a 42:58 mixture of diastereoisomers.